Dataset: the Open Reaction Database (ORD), a public repository of structured organic reaction records. Task: describe an organic reaction: reactants, conditions, products, and yield Starting materials: OBO, COc1ccc(CN2Cc3c(Br)cc(CN4CC5CC4CN5C(C)C)cc3N(c3c(Cl)cccc3Cl)C2=O)cc1, Fc1cccc(F)c1. Yields the product COc1ccc(CN2Cc3c(-c4ccc(F)cc4F)cc(CN4CC5CC4CN5C(C)C)cc3N(c3c(Cl)cccc3Cl)C2=O)cc1. RXN SMILES: [BH:41]([OH:42])[OH:43].[Br:1][c:2]1[c:3]2[c:8]([cH:9][c:10]([CH2:12][N:13]3[CH:14]4[CH2:15][N:16]([CH:20]([CH3:21])[CH3:22])[CH:17]([CH2:18]3)[CH2:19]4)[cH:11]1)[N:7]([c:23]1[c:24]([Cl:30])[cH:25][cH:26][cH:27][c:28]1[Cl:29])[C:6](=[O:31])[N:5]([CH2:32][c:33]1[cH:34][cH:35][c:36]([O:39][CH3:40])[cH:37][cH:38]1)[CH2:4]2.[F:44][c:45]1[cH:46][cH:47][cH:48][c:49]([F:51])[cH:50]1>>[c:2]1(-[c:48]2[cH:47][cH:46][c:45]([F:44])[cH:50][c:49]2[F:51])[c:3]2[c:8]([cH:9][c:10]([CH2:12][N:13]3[CH:14]4[CH2:15][N:16]([CH:20]([CH3:21])[CH3:22])[CH:17]([CH2:18]3)[CH2:19]4)[cH:11]1)[N:7]([c:23]1[c:24]([Cl:30])[cH:25][cH:26][cH:27][c:28]1[Cl:29])[C:6](=[O:31])[N:5]([CH2:32][c:33]1[cH:34][cH:35][c:36]([O:39][CH3:40])[cH:37][cH:38]1)[CH2:4]2. Starting materials: [N+](=O)([O-])CCCC(=O)OC (methyl 4-nitrobutyrate), C(C1=CC=CC=C1)=O (benzaldehyde), C(C)(=O)[O-].[NH4+] (ammonium acetate). The solvent is ClCCl (dichloromethane), C(C)(=O)O (acetic acid). Conditions: temperature 5 celsius. Product: [N+](=O)([O-])C1CCC(NC1C1=CC=CC=C1)=O (5-nitro-2-oxo-6-phenylpiperidine). As a reaction SMILES: [N+:1]([CH2:4][CH2:5][CH2:6][C:7]([O:9]C)=O)([O-:3])=[O:2].[CH:11](=O)[C:12]1[CH:17]=[CH:16][CH:15]=[CH:14][CH:13]=1.C([O-])(=O)C.[NH4+:23]>C(O)(=O)C.ClCCl>[N+:1]([CH:4]1[CH:11]([C:12]2[CH:17]=[CH:16][CH:15]=[CH:14][CH:13]=2)[NH:23][C:7](=[O:9])[CH2:6][CH2:5]1)([O-:3])=[O:2] |f:2.3|. Procedure: A solution of methyl 4-nitrobutyrate (23g) and benzaldehyde (16ml) in acetic acid (39ml) containing ammonium acetate (12.12g) was heated at reflux under nitrogen for 2h. The reaction mixture was cooled to 5° C., whereby a pale-yellow solid crystallised. This was isolated by filtration, then dissolved in dichloromethane, washed cautiously with saturated aqueous sodium bicarbonate solution (2×), then dried (MgSO4) and concentrated to leave a yellow solid. Recrystallisation from ethyl acetate provi... Reactants: ClC(=O)OCC(C)C (isobutyl chloroformate), N[C@@H](CCS(=O)C)C(=O)O (L-methionine sulfoxide), C(C)(C)(C)OC(=O)N[C@@H](CC1=CC=C(C=C1)O)C(=O)NCC(=O)NCC(=O)N[C@@H](CC1=CC=CC=C1)C(=O)O (N-t-butoxycarbonyl-L-tyrosylglycylglycyl-L-phenylalanine), CN1CCOCC1 (N-methylmorpholine). Run in CN(C=O)C (dimethylformamide), CN(C=O)C (dimethylformamide), O (water). Reaction conditions: temperature -15 celsius, time 2 hour. Yields the product C(C)(C)(C)OC(=O)N[C@@H](CC1=CC=C(C=C1)O)C(=O)NCC(=O)NCC(=O)N[C@@H](CC1=CC=CC=C1)C(=O)N[C@@H](CCS(=O)C)C(=O)O (N-t-butoxycarbonyl-L-tyrosyl-glycylglycyl-L-phenylalanyl-L-methionine sulfoxide). Reaction SMILES: [C:1]([O:5][C:6]([NH:8][C@H:9]([C:18]([NH:20][CH2:21][C:22]([NH:24][CH2:25][C:26]([NH:28][C@H:29]([C:37]([OH:39])=O)[CH2:30][C:31]1[CH:36]=[CH:35][CH:34]=[CH:33][CH:32]=1)=[O:27])=[O:23])=[O:19])[CH2:10][C:11]1[CH:16]=[CH:15][C:14]([OH:17])=[CH:13][CH:12]=1)=[O:7])([CH3:4])([CH3:3])[CH3:2].CN1CCOCC1.ClC(OCC(C)C)=O.[NH2:55][C@H:56]([C:62]([OH:64])=[O:63])[CH2:57][CH2:58][S:59]([CH3:61])=[O:60]>CN(C)C=O.O>[C:1]([O:5][C:6]([NH:8][C@H:9]([C:18]([NH:20][CH2:21][C:22]([NH:24][CH2:25][C:26]([NH:28][C@H:29]([C:37]([NH:55][C@H:56]([C:62]([OH:64])=[O:63])[CH2:57][CH2:58][S:59]([CH3:61])=[O:60])=[O:39])[CH2:30][C:31]1[CH:36]=[CH:35][CH:34]=[CH:33][CH:32]=1)=[O:27])=[O:23])=[O:19])[CH2:10][C:11]1[CH:12]=[CH:13][C:14]([OH:17])=[CH:15][CH:16]=1)=[O:7])([CH3:4])([CH3:3])[CH3:2]. Reported procedure: 10.84 Parts N-t-butoxycarbonyl-L-tyrosylglycylglycyl-L-phenylalanine and 2.0 parts N-methylmorpholine are dissolved in 200 parts dimethylformamide and cooled to -15° C. Then, 2.9 parts isobutyl chloroformate is added dropwise over a thirty minute period while keeping the temperature between -15° C. to -10° C. After the addition is completed, a solution of 3.3 parts L-methionine sulfoxide in 15 parts dimethylformamide is slowly added. The mixture is stirred for a further thirty minutes at -15° C.... Reactants: BrC1=CC=NC=C1 (4-bromopyridine), C1(CCCC2=CC=CC=C12)=O (1-tetralone), [Cl-].[NH4+] (ammonium chloride), solution, C(CCC)[Li] (n-butyllithium). Solvent: CCOCC (ether), CCOCC (ether), CCCCCC (hexane). Conditions: time 30 minute. Product: N1=CC=C(C=C1)C1(CCCC2=CC=CC=C12)O (1-(4-Pyridyl)-1,2,3,4-tetrahydro-1-naphthol). Reaction SMILES: C([Li])CCC.Br[C:7]1[CH:12]=[CH:11][N:10]=[CH:9][CH:8]=1.[C:13]1(=[O:23])[C:22]2[C:17](=[CH:18][CH:19]=[CH:20][CH:21]=2)[CH2:16][CH2:15][CH2:14]1.[Cl-].[NH4+]>CCCCCC.CCOCC>[N:10]1[CH:11]=[CH:12][C:7]([C:13]2([OH:23])[C:22]3[C:17](=[CH:18][CH:19]=[CH:20][CH:21]=3)[CH2:16][CH2:15][CH2:14]2)=[CH:8][CH:9]=1 |f:3.4|. Procedure details: 85 ml of a 1.5M solution of n-butyllithium in hexane are added, dropwise, to a solution of 20 g of 4-bromopyridine in 73 ml of ether, cooled to −78° C. Stirring is carried out for 30 minutes at that temperature, a solution of 1-tetralone in 73 ml of ether is then poured in and, at the end of the addition, the mixture is allowed to return to ambient temperature. After stirring overnight, a saturated aqueous solution of ammonium chloride is poured in. After separation, extraction with ether is car... Starting materials: [Mg] (magnesium), CCOCC (ether), ClC1=C(C#N)C=CC(=C1)Cl (2,4-dichlorobenzonitrile), CCOCC (ether), FC1=CC=C(CBr)C=C1 (4-flourobenzyl bromide), CCOCC (ether). Reaction conditions: temperature 40 celsius, time 6 hour. Yields the product ClC1=C(C=CC(=C1)Cl)C(CC1=CC=C(C=C1)F)=O (1-(2,4-Dichlorophenyl)-2-(4-fluorophenyl)ethanone). Reaction SMILES: [Mg].[F:2][C:3]1[CH:10]=[CH:9][C:6]([CH2:7]Br)=[CH:5][CH:4]=1.[Cl:11][C:12]1[CH:19]=[C:18]([Cl:20])[CH:17]=[CH:16][C:13]=1[C:14]#N.CC[O:23]CC>>[Cl:11][C:12]1[CH:19]=[C:18]([Cl:20])[CH:17]=[CH:16][C:13]=1[C:14](=[O:23])[CH2:7][C:6]1[CH:9]=[CH:10][C:3]([F:2])=[CH:4][CH:5]=1. Reported procedure: To an oven-dried three-neck round bottom flask fitted with a condenser and addition funnel flushed with N2 was added magnesium (4.23 g; 174 mmol) and anhydrous ether (100 mL). A solution of 4-flourobenzyl bromide (8.69 mL; 69.7 mmol) in ether (50 mL) was added dropwise via the addition funnel at room temperature. After the addition, the reaction mixture was heated at 40° C. for 2 hours. The reaction mixture was allowed to cool to room temperature and was cannulated into another dried flask charg...